Dataset: the Open Reaction Database (ORD), a public repository of structured organic reaction records. Task: describe an organic reaction: reactants, conditions, products, and yield The reactants are ClC1=CC(=NC=C1)C (4-chloro-2-methylpyridine), CCCCCCC.C(C)(C)[N-]C(C)C.[Li+].C1CCOC1 (lithium diisopropylamide heptane THF), C([O-])(O)=O.[Na+] (sodium bicarbonate), C(OCC)(OCC)=O (diethyl carbonate). Run in C(C)OCC (diethyl ether), ClCCl (dichloromethane). Reaction conditions: temperature -70 celsius, time 30 minute. Product: ClC1=CC(=NC=C1)CC(=O)N (2-(4-Chloro-2-pyridinyl)acetamide). RXN SMILES: [Cl:1][C:2]1[CH:7]=[CH:6][N:5]=[C:4]([CH3:8])[CH:3]=1.CCCCCCC.C([N-:19][CH:20](C)C)(C)C.[Li+].C1C[O:27]CC1.C(=O)(OCC)OCC.C(=O)(O)[O-].[Na+]>C(OCC)C.ClCCl>[Cl:1][C:2]1[CH:7]=[CH:6][N:5]=[C:4]([CH2:8][C:20]([NH2:19])=[O:27])[CH:3]=1 |f:1.2.3.4,6.7|. Procedure: A solution of 4-chloro-2-methylpyridine (1.28 g) in diethyl ether (15 ml) was treated at −70° C. dropwise with a 2M lithium diisopropylamide heptane/THF solution (6.0 ml) and stirred at −70° C. for 30 minutes. The mixture was treated dropwise also with diethyl carbonate (1.45 ml) at −70° C., and stirred at −70° C. for 1 hour. The reaction mixture was allowed to warm to room temperature, and combined with aqueous sodium bicarbonate and dichloromethane, and the organic phase was isolated, dried an...